From a dataset of the Open Reaction Database (ORD), a public repository of structured organic reaction records. describe an organic reaction: reactants, conditions, products, and yield The reactants are Cl (HCl), C(C)(C)(C)OC(=O)N(S(=O)(=O)C1=CC=C(C(=O)OC)C=C1)C=1N=C2N(C=CC=C2)C1C(C)C (Methyl 4-(N-(tert-butyoxycarbonyl)-N-(3-isopropylimidazo[1,2-a]pyridin-2-yl)sulfamoyl)benzoate), Cl (HCl). Run in O1CCOCC1 (dioxane), O1CCOCC1 (dioxane), O1CCOCC1 (dioxane). Run at time 1 day. The product is Cl.C(C)(C)C1=C(N=C2N1C=CC=C2)NS(=O)(=O)C2=CC=C(C(=O)OC)C=C2 (Methyl 4-(N-(3-isopropylimidazo[1,2-a]pyridin-2-yl)sulfamoyl)benzoate hydrochloride). Yield: 98.0%. Reaction SMILES: C(OC([N:8]([C:22]1[N:23]=[C:24]2[CH:29]=[CH:28][CH:27]=[CH:26][N:25]2[C:30]=1[CH:31]([CH3:33])[CH3:32])[S:9]([C:12]1[CH:21]=[CH:20][C:15]([C:16]([O:18][CH3:19])=[O:17])=[CH:14][CH:13]=1)(=[O:11])=[O:10])=O)(C)(C)C.[ClH:34]>O1CCOCC1>[ClH:34].[CH:31]([C:30]1[N:25]2[CH:26]=[CH:27][CH:28]=[CH:29][C:24]2=[N:23][C:22]=1[NH:8][S:9]([C:12]1[CH:13]=[CH:14][C:15]([C:16]([O:18][CH3:19])=[O:17])=[CH:20][CH:21]=1)(=[O:10])=[O:11])([CH3:33])[CH3:32] |f:3.4|. Procedure: To a solution of compound 4-F (0.230 g, 0.486 mmol) in dioxane (3 mL) was added 4N HCl in dioxane (10 mL) and the reaction mixture was stirred at room temperature for 1 day. An additional portion of 4N HCl in dioxane (5 mL) was added and the mixture stirred an additional two days at room temperature. The solvent was evaporated in vacuo, and the solid triturated in Et2O, collected by filtration, washed with Et2O and dried to afford compound 4-G as a yellow solid (0.196 g, 98%). 1H-NMR (CD3OD): δ ... Starting materials: C(C)(=O)N1[C@H](C[C@H](C2=CC(=CC=C12)C=1C=NN(C1)CCN(C(OC(C)(C)C)=O)C)NC=1C=NC=CC1)C (1,1-dimethylethyl (2-{4-[(2S,4R)-1-acetyl-2-methyl-4-(3-pyridinylamino)-1,2,3,4-tetrahydro-6-quinolinyl]-1H-pyrazol-1-yl}ethyl)methylcarbamate), intermediate 58, trifluoroacteic acid TFA. The solvent is ClCCl (dichloromethane). Reaction conditions: time 1 hour. The product is C(C)(=O)N1[C@H](C[C@H](C2=CC(=CC=C12)C=1C=NN(C1)CCNC)NC=1C=NC=CC1)C ((2S,4R)-1-acetyl-2-methyl-6-{1-[2-(methylamino)ethyl]-1H-pyrazol-4-yl}-N-3-pyridinyl-1,2,3,4-tetrahydro-4-quinolinamine). The yield is 91.0%. As a reaction SMILES: [C:1]([N:4]1[C:13]2[C:8](=[CH:9][C:10]([C:14]3[CH:15]=[N:16][N:17]([CH2:19][CH2:20][N:21](C)[C:22](=O)OC(C)(C)C)[CH:18]=3)=[CH:11][CH:12]=2)[C@H:7]([NH:30][C:31]2[CH:32]=[N:33][CH:34]=[CH:35][CH:36]=2)[CH2:6][C@@H:5]1[CH3:37])(=[O:3])[CH3:2]>ClCCl>[C:1]([N:4]1[C:13]2[C:8](=[CH:9][C:10]([C:14]3[CH:15]=[N:16][N:17]([CH2:19][CH2:20][NH:21][CH3:22])[CH:18]=3)=[CH:11][CH:12]=2)[C@H:7]([NH:30][C:31]2[CH:32]=[N:33][CH:34]=[CH:35][CH:36]=2)[CH2:6][C@@H:5]1[CH3:37])(=[O:3])[CH3:2]. Reported procedure: A solution of 1,1-dimethylethyl (2-{4-[(2S,4R)-1-acetyl-2-methyl-4-(3-pyridinylamino)-1,2,3,4-tetrahydro-6-quinolinyl]-1H-pyrazol-1-yl}ethyl)methylcarbamate (for a preparation see intermediate 58) (84 mg, 0.166 mmol) in dichloromethane (DCM) (3 mL) at room temperature under nitrogen was treated with trifluoroacteic acid TFA (0.5 mL, 6.49 mmol) and the resulting mixture was stirred at this temperature for 1 h then concentrated in vacuo. The residue was loaded onto a 10 G SCX cartridge and eluted ... The reactants are O=c1[nH]nc2c3c(cccc13)NC(c1ccccc1)C2c1nccn1Cc1ccccc1, CO. The product is O=c1[nH]nc2c3c(cccc13)NC(c1ccccc1)C2c1ncc[nH]1. As a reaction SMILES: [CH2:1]([c:2]1[cH:3][cH:4][cH:5][cH:6][cH:7]1)[n:8]1[c:9]([CH:13]2[CH:14]([c:27]3[cH:28][cH:29][cH:30][cH:31][cH:32]3)[NH:15][c:16]3[c:17]4[c:18]2[n:19][nH:20][c:21](=[O:26])[c:22]4[cH:23][cH:24][cH:25]3)[n:10][cH:11][cH:12]1.[CH3:33][OH:34]>>[n:8]1[c:9]([CH:13]2[CH:14]([c:27]3[cH:28][cH:29][cH:30][cH:31][cH:32]3)[NH:15][c:16]3[c:17]4[c:18]2[n:19][nH:20][c:21](=[O:26])[c:22]4[cH:23][cH:24][cH:25]3)[nH:10][cH:11][cH:12]1. Reactants: [N+](=O)(O)[O-] (nitric acid), CC=1NC2=C(N1)C=CC(=C2)[N+](=O)[O-] (2-methyl-5-nitrobenzimidazole), [N+](=O)(O)[O-] (nitric acid). Run in S(O)(O)(=O)=O (sulfuric acid). Reaction conditions: temperature 0 celsius, time 1 hour. Yields the product CC=1NC2=C(N1)C=C(C(=C2)[N+](=O)[O-])[N+](=O)[O-] (2-methyl-5,6-dinitrobenzimidazole). As a reaction SMILES: [CH3:1][C:2]1[NH:3][C:4]2[CH:10]=[C:9]([N+:11]([O-:13])=[O:12])[CH:8]=[CH:7][C:5]=2[N:6]=1.[N+:14]([O-])([OH:16])=[O:15]>S(=O)(=O)(O)O>[CH3:1][C:2]1[NH:6][C:5]2[CH:7]=[C:8]([N+:14]([O-:16])=[O:15])[C:9]([N+:11]([O-:13])=[O:12])=[CH:10][C:4]=2[N:3]=1. Procedure details: To a solution of 2-methyl-5-nitrobenzimidazole in concentrated sulfuric acid was added fuming nitric acid at −5° C. Upon addition of the fuming nitric acid, the reaction mixture was warmed to 0° C. held for 1 h and poured into crushed ice. The precipitate which formed was filtered, washed with water, and dried overnight at 40° C. to give the title compound. Starting materials: CCCCCC (hexane), COC=1C=C2CCC(C2=CC1)=O (5-Methoxy indanone), C=O (formaldehyde), [OH-].[K+] (KOH). Reagents/catalysts: [C-]#[O+].[C-]#[O+].[C-]#[O+].[C-]#[O+].[C-]#[O+].[Fe] (iron pentacarbonyl). Run in C(C)OC(C)=O (ethylacetate), C(C)O (ethanol). The product is COC=1C=C2CC(C(C2=CC1)=O)C (2,3-Dihydro-5-methoxy-2-methyl-1H-inden-1-one). The yield is 44.0%. Reaction SMILES: [CH3:1][O:2][C:3]1[CH:4]=[C:5]2[C:9](=[CH:10][CH:11]=1)[C:8](=[O:12])[CH2:7][CH2:6]2.C=O.[OH-].[K+].[CH3:17]CCCCC>C(O)C.[C-]#[O+].[C-]#[O+].[C-]#[O+].[C-]#[O+].[C-]#[O+].[Fe].C(OC(=O)C)C>[CH3:1][O:2][C:3]1[CH:4]=[C:5]2[C:9](=[CH:10][CH:11]=1)[C:8](=[O:12])[CH:7]([CH3:17])[CH2:6]2 |f:2.3,6.7.8.9.10.11|. Reported procedure: 5-Methoxy indanone was treated with aqueous formaldehyde in the presence of iron pentacarbonyl and KOH in ethanol according to G. Cainelli et. al., Tetrahedron Letters 27, 2491 (1973). After chromatography (hexane:ethylacetate=7:3) over SiO2, a 44% yield of white crystals was obtained (m.p. 73-76° C.). Starting materials: 2-methoxy-4-(4,4,5,5-tetramethyl-1,3,2-dioxaboran-2-yl)phenol, [bis(diphenylphosphino)ferrocene]dichloropalladium, C([O-])([O-])=O.[K+].[K+] (potassium carbonate), NC=1C=CC(=C2CNC(C12)=O)Br (7-Amino-4-bromoisoindolinone), O (water). Reaction conditions: temperature 90 celsius, time 4.3 hour. Yields the product NC=1C=CC(=C2CNC(C12)=O)C1=CC(=C(C=C1)O)OC (7-amino-4-(4-hydroxy-3-methoxyphenyl)isoindolinone). Yield: 94.0%. Reaction SMILES: [NH2:1][C:2]1[CH:3]=[CH:4][C:5](Br)=[C:6]2[C:10]=1[C:9](=[O:11])[NH:8][CH2:7]2.[C:13](=[O:16])([O-])[O-].[K+].[K+].[OH2:19]>>[NH2:1][C:2]1[CH:3]=[CH:4][C:5]([C:2]2[CH:3]=[CH:4][C:5]([OH:19])=[C:6]([O:16][CH3:13])[CH:10]=2)=[C:6]2[C:10]=1[C:9](=[O:11])[NH:8][CH2:7]2 |f:1.2.3|. Procedure details: 7-Amino-4-bromoisoindolinone (150 mg, 0.661 mmol) was dissolved in dimethoxythane (10.5 mL), and the solution was added with 2-methoxy-4-(4,4,5,5-tetramethyl-1,3,2-dioxaboran-2-yl)phenol (331 mg, 1.32 mmol), [bis(diphenylphosphino)ferrocene]dichloropalladium (43.2 mg, 0.0529 mmol) and potassium carbonate (456 mg, 3.31 mmol), and stirred at 90° C. for 4.3 hours under argon atmosphere. The reaction mixture was added with water and extracted with ethyl acetate. The organic layer was washed with sat... Starting materials: CCOC(=O)Cl, O=C1CNN(Cc2ccc(Cl)cc2)C(=O)N1. Product: CCOC(=O)N1CC(=O)NC(=O)N1Cc1ccc(Cl)cc1. RXN SMILES: [CH2:17]([CH3:18])[O:19][C:20](=[O:21])[Cl:22].[Cl:1][c:2]1[cH:3][cH:4][c:5]([CH2:6][N:7]2[NH:8][CH2:9][C:10](=[O:14])[NH:11][C:12]2=[O:13])[cH:15][cH:16]1>>[Cl:1][c:2]1[cH:3][cH:4][c:5]([CH2:6][N:7]2[N:8]([C:20]([O:19][CH2:17][CH3:18])=[O:21])[CH2:9][C:10](=[O:14])[NH:11][C:12]2=[O:13])[cH:15][cH:16]1.